This data is from the Open Reaction Database (ORD), a public repository of structured organic reaction records. The task is: describe an organic reaction: reactants, conditions, products, and yield Reactants: CN(C)C=O, C#CCC(O)(CCCC)C1CC1, C[Si](C)(C)Cl, c1c[nH]cn1. Product: C#CCC(CCCC)(O[Si](C)(C)C)C1CC1. RXN SMILES: [CH3:23][N:24]([CH3:25])[CH:26]=[O:27].[CH:1]1([C:4]([CH2:5][C:6]#[CH:7])([CH2:8][CH2:9][CH2:10][CH3:11])[OH:12])[CH2:2][CH2:3]1.[Cl:18][Si:19]([CH3:20])([CH3:21])[CH3:22].[nH:13]1[cH:14][cH:15][n:16][cH:17]1>>[CH:1]1([C:4]([CH2:5][C:6]#[CH:7])([CH2:8][CH2:9][CH2:10][CH3:11])[O:12][Si:19]([CH3:20])([CH3:21])[CH3:22])[CH2:2][CH2:3]1. Reactants: C(=O)(O)CCCCCCCN1C(=NC(=C1C1=CC=CC=C1)C1=CC=CC=C1)C1=CC=CC=C1 (1-(7-carboxyheptyl)-2,4,5-triphenyl-imidazole), S(O)(O)(=O)=O (sulphuric acid), CO (methanol). Product: COC(=O)CCCCCCCN1C(=NC(=C1C1=CC=CC=C1)C1=CC=CC=C1)C1=CC=CC=C1 (1-(7-methoxycarbonylheptyl)-2,4,5-triphenylimidazole). Yield: 54.0%. As a reaction SMILES: [C:1]([CH2:4][CH2:5][CH2:6][CH2:7][CH2:8][CH2:9][CH2:10][N:11]1[C:15]([C:16]2[CH:21]=[CH:20][CH:19]=[CH:18][CH:17]=2)=[C:14]([C:22]2[CH:27]=[CH:26][CH:25]=[CH:24][CH:23]=2)[N:13]=[C:12]1[C:28]1[CH:33]=[CH:32][CH:31]=[CH:30][CH:29]=1)([OH:3])=[O:2].S(=O)(=O)(O)O.[CH3:39]O>>[CH3:39][O:2][C:1]([CH2:4][CH2:5][CH2:6][CH2:7][CH2:8][CH2:9][CH2:10][N:11]1[C:15]([C:16]2[CH:17]=[CH:18][CH:19]=[CH:20][CH:21]=2)=[C:14]([C:22]2[CH:27]=[CH:26][CH:25]=[CH:24][CH:23]=2)[N:13]=[C:12]1[C:28]1[CH:33]=[CH:32][CH:31]=[CH:30][CH:29]=1)=[O:3]. Procedure: A mixture of 1-(7-carboxyheptyl)-2,4,5-triphenyl-imidazole (0.5 g), concentrated sulphuric acid (2 ml) and methanol (100 ml) was heated at reflux for 24 h. The solvent was removed in vacuo and the residue was dissolved in ethyl acetate (50 ml), washed with water (50 ml), saturated NaHCO3 solution (50 ml), water (50 ml), dried over anhydrous magnesium sulphate and evaporated to dryness in vacuo. Column chromatography on silica gel eluted with a dichloromethane:methanol gradient gave 1-(7-methoxyc...